Dataset: the Open Reaction Database (ORD), a public repository of structured organic reaction records. Task: describe an organic reaction: reactants, conditions, products, and yield Starting materials: C1(=CC=CC=C1)C1(C=CC=2C(=NNC2C1)C(=O)N)C1=CC=CC=C1 (6,6-diphenyl-6,7-dihydro-1H-indazole-3-carboxamide), N1=CC=CC=C1 (pyridine), FC(C(=O)OC(C(F)(F)F)=O)(F)F (trifluoroacetic anhydride), N1=CC=CC=C1 (pyridine), FC(C(=O)OC(C(F)(F)F)=O)(F)F (trifluoroacetic anhydride). The solvent is O1CCOCC1 (dioxane). Run at temperature 20 celsius, time 20 hour. The product is C1(=CC=CC=C1)C1(C=CC=2C(=NNC2C1)C#N)C1=CC=CC=C1 (6,6-diphenyl-6,7-dihydro-1H-indazole-3-carbonitrile). Yield: 77.1%. Reaction SMILES: N1C=CC=CC=1.FC(F)(F)C(OC(=O)C(F)(F)F)=O.[C:20]1([C:26]2([C:38]3[CH:43]=[CH:42][CH:41]=[CH:40][CH:39]=3)[CH2:34][C:33]3[NH:32][N:31]=[C:30]([C:35]([NH2:37])=O)[C:29]=3[CH:28]=[CH:27]2)[CH:25]=[CH:24][CH:23]=[CH:22][CH:21]=1>O1CCOCC1>[C:38]1([C:26]2([C:20]3[CH:25]=[CH:24][CH:23]=[CH:22][CH:21]=3)[CH2:34][C:33]3[NH:32][N:31]=[C:30]([C:35]#[N:37])[C:29]=3[CH:28]=[CH:27]2)[CH:39]=[CH:40][CH:41]=[CH:42][CH:43]=1. Procedure: 0.845 cm3 of pyridine and 0.74 cm3 of trifluoroacetic anhydride are successively added dropwise to a solution, cooled to a temperature in the region of 5° C., of 1.1 g of 6,6-diphenyl-6,7-dihydro-1H-indazole-3-carboxamide in 100 cm3 of dioxane. After warming to a temperature in the region of 20° C., the reaction mixture is stirred for about 20 hours at this temperature. 2 cm3 of pyridine and 2 cm3 of trifluoroacetic anhydride are added to the solution and the reaction mixture is refluxed for abo... Starting materials: C(C)N=C=NCCCN(C)C (1-ethyl-3-(3-dimethylaminopropyl)-carbodiimide), C(CC=C)NC(CN1C(=C(C2=CC=C(C=C12)C(=O)NS(=O)(=O)CC=C)C1CCCCC1)C1=CC=C(C=C1)OCC1=C(C=CC(=C1)N1C(CCC1)=O)N1CCOCC1)=O (N-but-3-enyl-2-[3-cyclohexyl-2-[4-[2-morpholin-4-yl-5-(2-oxo-pyrrolidin-1-yl)-benzyloxy]-phenyl]-6-(prop-2-ene-1-sulfonylaminocarbonyl)-indol-1-yl]-acetamide), intermediate 12-4, C(C=C)S(=O)(=O)N (prop-2-ene-1-sulfon-amide). The reagents and catalysts are CN(C1=CC=NC=C1)C (4-dimethylaminopyridine). Run in CN(C)C=O (DMF), [Cl-].[Na+].O (brine). Yields the product C1(CCCCC1)C=1C=2C=CC=3C(NS(CC=CCCNC(CN(C1C1=CC=C(C=C1)OCC1=C(C=CC(=C1)N1C(CCC1)=O)N1CCOCC1)C2C3)=O)(=O)=O)=O (17-Cyclohexyl-18-[4-[2-morpholin-4-yl-5-(2-oxo-pyrrolidin-1-yl)-benzyloxy]-phenyl]-10,10-dioxo-10λ6-thia-1,4,11-triaza-tricyclo[11.5.2.016,19]icosa-7,13(20),14,16(19),17-pentaene-3,12-dione). Isolated yield 87.0%. RXN SMILES: [CH2:1]([S:4]([NH2:7])(=[O:6])=[O:5])[CH:2]=[CH2:3].C(N=C=NCCCN(C)C)C.[CH2:19]([NH:23][C:24](=[O:76])[CH2:25][N:26]1[C:34]2[C:29](=[CH:30][CH:31]=[C:32]([C:35](NS(CC=C)(=O)=O)=[O:36])[CH:33]=2)[C:28]([CH:44]2[CH2:49][CH2:48][CH2:47][CH2:46][CH2:45]2)=[C:27]1[C:50]1[CH:55]=[CH:54][C:53]([O:56][CH2:57][C:58]2[CH:63]=[C:62]([N:64]3[CH2:68][CH2:67][CH2:66][C:65]3=[O:69])[CH:61]=[CH:60][C:59]=2[N:70]2[CH2:75][CH2:74][O:73][CH2:72][CH2:71]2)=[CH:52][CH:51]=1)[CH2:20]C=C>CN(C=O)C.CN(C)C1C=CN=CC=1.[Cl-].[Na+].O>[CH:44]1([C:28]2[C:29]3[CH:30]=[CH:31][C:32]4[C:35](=[O:36])[NH:7][S:4](=[O:6])(=[O:5])[CH2:1][CH:2]=[CH:3][CH2:20][CH2:19][NH:23][C:24](=[O:76])[CH2:25][N:26]([C:34]=3[CH:33]=4)[C:27]=2[C:50]2[CH:55]=[CH:54][C:53]([O:56][CH2:57][C:58]3[CH:63]=[C:62]([N:64]4[CH2:68][CH2:67][CH2:66][C:65]4=[O:69])[CH:61]=[CH:60][C:59]=3[N:70]3[CH2:71][CH2:72][O:73][CH2:74][CH2:75]3)=[CH:52][CH:51]=2)[CH2:49][CH2:48][CH2:47][CH2:46][CH2:45]1 |f:5.6.7|. Reported procedure: To a solution of intermediate 12-4 (438 mg, 0.622 mmol) and prop-2-ene-1-sulfon-amide (151 mg, 2 eq), synthesized as described in Journal of Enzyme Inhibition, 16(6), 475, 2001, in dry DMF (10 mL), were added 1-ethyl-3-(3-dimethylaminopropyl)-carbodiimide (EDCI; 193 mg, 2 eq) and 4-dimethylaminopyridine (DMAP; 152 mg, 2 eq) at room temperature, under N2. After completion, the reaction mixture was poured into 200 mL of brine, and extracted with a mixture of ethyl acetate and THF (several times). ... Starting materials: C(C(C)C)N1C(N(C(C=C1)=O)C)=O (1-isobutyl-3-methylpyrimidine-2,4(1H,3H)-dione), C1(=CC=C(C=C1)S(=O)(=O)C(C)[N+]#[C-])C (1-(p-toluenesulfonyl)-ethyl isocyanide), [H-].[Na+] (Sodium hydride). Solvent: C1CCOC1 (THF), C1CCOC1 (THF). Conditions: time 3 hour. Product: C(C(C)C)N1C(N(C(C=2C1=C(NC2)C)=O)C)=O (1-isobutyl-3,7-dimethyl-1H-pyrrolo[3,4-d]pyrimidine-2,4(3H,6H)-dione). Isolated yield 63.6%. Reaction SMILES: [H-].[Na+].[CH2:3]([N:7]1[CH:12]=[CH:11][C:10](=[O:13])[N:9]([CH3:14])[C:8]1=[O:15])[CH:4]([CH3:6])[CH3:5].C1(C)C=CC(S([CH:25]([N+:27]#[C-:28])[CH3:26])(=O)=O)=CC=1>C1COCC1>[CH2:3]([N:7]1[C:12]2=[C:25]([CH3:26])[NH:27][CH:28]=[C:11]2[C:10](=[O:13])[N:9]([CH3:14])[C:8]1=[O:15])[CH:4]([CH3:6])[CH3:5] |f:0.1|. Procedure details: Sodium hydride (95%, 116 mg, 4.6 mmol) is suspended in 10 mL of anhydrous THF, and then a mixture of 1-isobutyl-3-methylpyrimidine-2,4(1H,3H)-dione (300 mg, 1.65 mmol) and 1-(p-toluenesulfonyl)-ethyl isocyanide (413 mg, 1.98 mmol) in 5 mL of anhydrous THF is added dropwise over 1 h at 0° C. The mixture is stirred at room temperature for 3 h at room temperature after the completion of the addition, and then carefully quenched with water. The mixture is diluted with saturated NaHCO3, and then extr... The reactants are BrC=1C=C(C(=NC1)C1=CC(=CC=C1)OC)[N+](=O)[O-] (5-bromo-2-(3-methoxyphenyl)-3-nitropyridine), O.O.[Sn](Cl)Cl (tin(II) chloride dihydrate). Solvent: CCOC(=O)C (EtOAc), C(C)(=O)OCC (ethyl acetate). Conditions: temperature 70 celsius, time 23 hour. Yields the product BrC=1C=C(C(=NC1)C1=CC(=CC=C1)OC)N (5-Bromo-2-(3-methoxyphenyl)pyridin-3-amine). As a reaction SMILES: [Br:1][C:2]1[CH:3]=[C:4]([N+:16]([O-])=O)[C:5]([C:8]2[CH:13]=[CH:12][CH:11]=[C:10]([O:14][CH3:15])[CH:9]=2)=[N:6][CH:7]=1.O.O.[Sn](Cl)Cl>CCOC(C)=O>[Br:1][C:2]1[CH:3]=[C:4]([NH2:16])[C:5]([C:8]2[CH:13]=[CH:12][CH:11]=[C:10]([O:14][CH3:15])[CH:9]=2)=[N:6][CH:7]=1 |f:1.2.3|. Procedure details: To a stirred mixture of 5-bromo-2-(3-methoxyphenyl)-3-nitropyridine (0.19 g, 0.61 mmol) in EtOAc (10 mL) was added tin(II) chloride dihydrate (0.70 g, 3.10 mmol) in portions. Upon complete addition of the reducing agent, the mixture was carefully heated to 70° C. After 23 h, the reaction was cooled to rt and diluted with ethyl acetate, then washed with 1M NaOH, water, and brine. After drying over anhydrous sodium sulfate and filtration, the organic solvent was removed under reduced pressure. The...